From a dataset of the Open Reaction Database (ORD), a public repository of structured organic reaction records. describe an organic reaction: reactants, conditions, products, and yield Reactants: C(C)(C)(C)OC(=O)N1CC(CCC1)NCC1=CNC=2N=CC=C(C21)C(=O)OC (methyl 3-((1-(tert-butoxycarbonyl)piperidin-3-ylamino)methyl)-1H-pyrrolo[2,3-b]pyridine-4-carboxylate), [Li+].[OH-] (LiOH). Solvent: O1CCOCC1 (dioxane). Run at time 4 hour. Yields the product C(C)(C)(C)OC(=O)N1CC(CCC1)NCC1=CNC=2N=CC=C(C21)C(=O)O (3-((1-(tert-butoxycarbonyl)piperidin-3-ylamino)methyl)-1H-pyrrolo[2,3-b]pyridine-4-carboxylic acid). Reaction SMILES: [C:1]([O:5][C:6]([N:8]1[CH2:13][CH2:12][CH2:11][CH:10]([NH:14][CH2:15][C:16]2[C:24]3[C:23]([C:25]([O:27]C)=[O:26])=[CH:22][CH:21]=[N:20][C:19]=3[NH:18][CH:17]=2)[CH2:9]1)=[O:7])([CH3:4])([CH3:3])[CH3:2].[Li+].[OH-]>O1CCOCC1>[C:1]([O:5][C:6]([N:8]1[CH2:13][CH2:12][CH2:11][CH:10]([NH:14][CH2:15][C:16]2[C:24]3[C:23]([C:25]([OH:27])=[O:26])=[CH:22][CH:21]=[N:20][C:19]=3[NH:18][CH:17]=2)[CH2:9]1)=[O:7])([CH3:4])([CH3:2])[CH3:3] |f:1.2|. Procedure details: To a solution of methyl 3-((1-(tert-butoxycarbonyl)piperidin-3-ylamino)methyl)-1H-pyrrolo[2,3-b]pyridine-4-carboxylate (315 mg, 0.811 mmol) in dioxane (5 mL) at 0° C. was added 1N LiOH (2.03 mL, 2.03 mmol) and stirred for 4 h at rt. The reaction mixture was partitioned between ether and water. The separated aqueous layer was neutralized with 1N HCl, and concentrated in vacuo to afford 3-((1-(tert-butoxycarbonyl)piperidin-3-ylamino)methyl)-1H-pyrrolo[2,3-b]pyridine-4-carboxylic acid as an off-whi... Reactants: ClC1=NC(=NC(=N1)OCC(F)(F)F)NC1=CC(=C(C(=O)OC)C=C1)OCCCCl (methyl 4-((4-chloro-6-(2,2,2-trifluoroethoxy)-1,3,5-triazin-2-yl)amino)-2-(3-chloropropoxy)benzoate), NCCCCCCCCNC(OC(C)(C)C)=O (tert-butyl (8-aminooctyl)carbamate). The solvent is C(Cl)Cl (DCM), C1CCOC1 (THF). Run at time 16 hour. Yields the product C(C)(C)(C)OC(=O)NCCCCCCCCNC1=NC(=NC(=N1)OCC(F)(F)F)NC1=CC(=C(C(=O)OC)C=C1)OCCCCl (methyl 4-(4-(8-(tert-butoxycarbonylamino)octylamino)-6-(2,2,2-trifluoroethoxy)-1,3,5-triazin-2-ylamino)-2-(3-chloropropoxy)benzoate). Yield: 71.4%. RXN SMILES: Cl[C:2]1[N:7]=[C:6]([O:8][CH2:9][C:10]([F:13])([F:12])[F:11])[N:5]=[C:4]([NH:14][C:15]2[CH:24]=[CH:23][C:18]([C:19]([O:21][CH3:22])=[O:20])=[C:17]([O:25][CH2:26][CH2:27][CH2:28][Cl:29])[CH:16]=2)[N:3]=1.[NH2:30][CH2:31][CH2:32][CH2:33][CH2:34][CH2:35][CH2:36][CH2:37][CH2:38][NH:39][C:40](=[O:46])[O:41][C:42]([CH3:45])([CH3:44])[CH3:43]>C1COCC1.C(Cl)Cl>[C:42]([O:41][C:40]([NH:39][CH2:38][CH2:37][CH2:36][CH2:35][CH2:34][CH2:33][CH2:32][CH2:31][NH:30][C:2]1[N:7]=[C:6]([O:8][CH2:9][C:10]([F:13])([F:12])[F:11])[N:5]=[C:4]([NH:14][C:15]2[CH:24]=[CH:23][C:18]([C:19]([O:21][CH3:22])=[O:20])=[C:17]([O:25][CH2:26][CH2:27][CH2:28][Cl:29])[CH:16]=2)[N:3]=1)=[O:46])([CH3:45])([CH3:44])[CH3:43]. Reported procedure: To a solution of methyl 4-((4-chloro-6-(2,2,2-trifluoroethoxy)-1,3,5-triazin-2-yl)amino)-2-(3-chloropropoxy)benzoate (200 mg, 0.439 mmol) in THF (2 mL) was added tert-butyl (8-aminooctyl)carbamate (118 mg, 0.483 mmol) and Hunig'sBase (230 μl, 1.318 mmol). The resulting mixture was stirred for 16 h. The mixture was diluted with DCM and washed with water, then brine. The organic layer was collected, dried over sodium sulfate, and concentrated under vacuum. The crude product was purified by silica ... Reactants: OC1=C(C=C(C=C1C1=NC2=C(N1)C=CC(=C2)C(=N)N)S(NC(CCC=2C=NC=CC2)=O)(=O)=O)C2=CC(=CC=C2)[N+](=O)[O-] (2-[2-Hydroxy-3′-nitro-5-(3-pyridin-3-yl-propionylsulfamoyl)-biphenyl-3-yl]-1H-benzoimidazole-5-carboxamidine). Reagents/catalysts: O=[Pt]=O (PtO2). The solvent is FC(C(=O)O)(F)F (trifluoroacetic acid). Yields the product NC=1C=C(C=CC1)C1=C(C(=CC(=C1)S(NC(CCC1CNCCC1)=O)(=O)=O)C1=NC2=C(N1)C=CC(=C2)C(=N)N)O (2-[3′-amino-2-hydroxy-5-(3-piperidin-3-yl-propionylsulfamoyl)-biphenyl-3-yl]-1H-benzoimidazole-5-carboxamidine). The yield is 35.6%. As a reaction SMILES: [OH:1][C:2]1[C:7]([C:8]2[NH:12][C:11]3[CH:13]=[CH:14][C:15]([C:17]([NH2:19])=[NH:18])=[CH:16][C:10]=3[N:9]=2)=[CH:6][C:5]([S:20](=[O:33])(=[O:32])[NH:21][C:22](=[O:31])[CH2:23][CH2:24][C:25]2[CH:26]=[N:27][CH:28]=[CH:29][CH:30]=2)=[CH:4][C:3]=1[C:34]1[CH:39]=[CH:38][CH:37]=[C:36]([N+:40]([O-])=O)[CH:35]=1>FC(F)(F)C(O)=O.O=[Pt]=O>[NH2:40][C:36]1[CH:35]=[C:34]([C:3]2[CH:4]=[C:5]([S:20](=[O:33])(=[O:32])[NH:21][C:22](=[O:31])[CH2:23][CH2:24][CH:25]3[CH2:30][CH2:29][CH2:28][NH:27][CH2:26]3)[CH:6]=[C:7]([C:8]3[NH:12][C:11]4[CH:13]=[CH:14][C:15]([C:17]([NH2:19])=[NH:18])=[CH:16][C:10]=4[N:9]=3)[C:2]=2[OH:1])[CH:39]=[CH:38][CH:37]=1. Procedure: 2-[2-Hydroxy-3′-nitro-5-(3-pyridin-3-yl-propionylsulfamoyl)-biphenyl-3-yl]-1H-benzoimidazole-5-carboxamidine (0.031 g, 0.05 mmol), prepared as in Example 10, was dissolved in trifluoroacetic acid (5 mL) and the solution was subjected to hydrogenation at 50 psi over PtO2 catalyst for 12 hours. The mixture was concentrated in vacuum and product was purified from the residue by reverse phase HPLC (acetonitrile gradient) to give 2-[3′-amino-2-hydroxy-5-(3-piperidin-3-yl-propionylsulfamoyl)-biphenyl-... Reactants: S(=O)(=O)(Cl)Cl (sulfuryl chloride), ClC1=CC(=C(C=C1C)C1=NN(C(=C1)OC(F)F)C)F (3-(4-chloro-2-fluoro-5-methylphenyl)-5-difluoromethoxy-1-methyl-1H-pyrazole), C(O)([O-])=O.[Na+] (sodium hydrogen carbonate). Solvent: ClC(Cl)(Cl)Cl (tetrachloromethane). Conditions: time 16 hour. The product is ClC=1C(=NN(C1OC(F)F)C)C1=C(C=C(C(=C1)C)Cl)F (4-Chloro-3-(4-chloro-2-fluoro-5-methylphenyl)-5-difluoromethoxy-1-methyl-1H-pyrazole). RXN SMILES: S(Cl)([Cl:4])(=O)=O.[Cl:6][C:7]1[C:12]([CH3:13])=[CH:11][C:10]([C:14]2[CH:18]=[C:17]([O:19][CH:20]([F:22])[F:21])[N:16]([CH3:23])[N:15]=2)=[C:9]([F:24])[CH:8]=1.C(=O)([O-])O.[Na+]>ClC(Cl)(Cl)Cl>[Cl:4][C:18]1[C:14]([C:10]2[CH:11]=[C:12]([CH3:13])[C:7]([Cl:6])=[CH:8][C:9]=2[F:24])=[N:15][N:16]([CH3:23])[C:17]=1[O:19][CH:20]([F:22])[F:21] |f:2.3|. Procedure: 22 g (0.16 mol) of sulfuryl chloride were added dropwise to a solution of 43 g (0.15 mol) of 3-(4-chloro-2-fluoro-5-methylphenyl)-5-difluoromethoxy-1-methyl-1H-pyrazole in 250 ml of tetrachloromethane. After the reaction solution had subsequently been stirred for 16 hours, 200 ml of saturated aqueous sodium hydrogen carbonate solution was added dropwise. The organic phase was then separated off, washed using saturated sodium chloride solution, dried over magnesium sulfate, then filtered and fina...